This data is from the Open Reaction Database (ORD), a public repository of structured organic reaction records. The task is: describe an organic reaction: reactants, conditions, products, and yield The reactants are C1CCOC1, COC(=O)C1(CCNC(=O)OC(C)(C)C)CCCC1, CO, [Li+], [OH-], O. Product: CC(C)(C)OC(=O)NCCC1(C(=O)O)CCCC1. As a reaction SMILES: [CH2:22]1[O:23][CH2:24][CH2:25][CH2:26]1.[CH3:1][O:2][C:3](=[O:4])[C:5]1([CH2:10][CH2:11][NH:12][C:13](=[O:14])[O:15][C:16]([CH3:17])([CH3:18])[CH3:19])[CH2:6][CH2:7][CH2:8][CH2:9]1.[CH3:27][OH:28].[Li+:21].[OH-:20].[OH2:29]>>[O:2]=[C:3]([OH:4])[C:5]1([CH2:10][CH2:11][NH:12][C:13](=[O:14])[O:15][C:16]([CH3:17])([CH3:18])[CH3:19])[CH2:6][CH2:7][CH2:8][CH2:9]1. The reactants are CC(C)CNc1ccc(S(=O)(=O)Oc2ccc3nc(NC(=O)CC4CCN(C(=O)OC(C)(C)C)CC4)sc3c2)cc1, Cl, C1COCCO1. Yields the product Cl, CC(C)CNc1ccc(S(=O)(=O)Oc2ccc3nc(NC(=O)CC4CCNCC4)sc3c2)cc1. Reaction SMILES: [C:1]([O:2][C:3](=[O:4])[N:8]1[CH2:9][CH2:10][CH:11]([CH2:14][C:15]([NH:16][c:17]2[s:18][c:19]3[c:20]([n:21]2)[cH:22][cH:23][c:24]([O:26][S:27](=[O:28])(=[O:29])[c:30]2[cH:31][cH:32][c:33]([NH:36][CH2:37][CH:38]([CH3:39])[CH3:40])[cH:34][cH:35]2)[cH:25]3)=[O:41])[CH2:12][CH2:13]1)([CH3:5])([CH3:6])[CH3:7].[ClH:42].[O:43]1[CH2:44][CH2:45][O:46][CH2:47][CH2:48]1>>[ClH:42].[NH:8]1[CH2:9][CH2:10][CH:11]([CH2:14][C:15]([NH:16][c:17]2[s:18][c:19]3[c:20]([n:21]2)[cH:22][cH:23][c:24]([O:26][S:27](=[O:28])(=[O:29])[c:30]2[cH:31][cH:32][c:33]([NH:36][CH2:37][CH:38]([CH3:39])[CH3:40])[cH:34][cH:35]2)[cH:25]3)=[O:41])[CH2:12][CH2:13]1. Starting materials: O=C([O-])[O-], CNC(=O)c1c(NC(=O)CCCl)sc2c1CCCC2, O=Cc1c[nH]nc1C(F)(F)F, [I-], [K+], [K+], [K+], CN(C)C=O, O. The product is CNC(=O)c1c(NC(=O)CCn2cc(C=O)c(C(F)(F)F)n2)sc2c1CCCC2. Reaction SMILES: [C:31](=[O:32])([O-:33])[O-:34].[Cl:12][CH2:13][CH2:14][C:15](=[O:16])[NH:17][c:18]1[c:19]([C:27](=[O:28])[NH:29][CH3:30])[c:20]2[c:21]([s:22]1)[CH2:23][CH2:24][CH2:25][CH2:26]2.[F:1][C:2]([c:3]1[n:4][nH:5][cH:6][c:7]1[CH:8]=[O:9])([F:10])[F:11].[I-:38].[K+:35].[K+:36].[K+:37].[O:39]=[CH:40][N:41]([CH3:42])[CH3:43].[OH2:44]>>[F:1][C:2]([c:3]1[n:4][n:5]([CH2:13][CH2:14][C:15](=[O:16])[NH:17][c:18]2[c:19]([C:27](=[O:28])[NH:29][CH3:30])[c:20]3[c:21]([s:22]2)[CH2:23][CH2:24][CH2:25][CH2:26]3)[cH:6][c:7]1[CH:8]=[O:9])([F:10])[F:11].